Dataset: the Open Reaction Database (ORD), a public repository of structured organic reaction records. Task: describe an organic reaction: reactants, conditions, products, and yield Starting materials: ClC1=NC=C(C(=N1)NC1=CC(=CC=C1)O)F (2-chloro-5-fluoro-N4-(3-hydroxyphenyl)-4-pyrimidineamine), COC(=O)C=1C=C(N)C=C(C1)C(F)(F)F (3-methoxycarbonyl-5-trifluoromethylaniline). Product: FC=1C(=NC(=NC1)NC1=CC(=CC(=C1)C(F)(F)F)C(=O)OC)NC1=CC(=CC=C1)O (5-fluoro-N4-(3-hydroxyphenyl)-N2-(3-methoxycarbonyl-5-trifluoromethylphenyl)-2,4-pyrimidinediamine). As a reaction SMILES: Cl[C:2]1[N:7]=[C:6]([NH:8][C:9]2[CH:14]=[CH:13][CH:12]=[C:11]([OH:15])[CH:10]=2)[C:5]([F:16])=[CH:4][N:3]=1.[CH3:17][O:18][C:19]([C:21]1[CH:22]=[C:23]([CH:25]=[C:26]([C:28]([F:31])([F:30])[F:29])[CH:27]=1)[NH2:24])=[O:20]>>[F:16][C:5]1[C:6]([NH:8][C:9]2[CH:14]=[CH:13][CH:12]=[C:11]([OH:15])[CH:10]=2)=[N:7][C:2]([NH:24][C:23]2[CH:25]=[C:26]([C:28]([F:29])([F:30])[F:31])[CH:27]=[C:21]([C:19]([O:18][CH3:17])=[O:20])[CH:22]=2)=[N:3][CH:4]=1. Reported procedure: In like manner to the preparation of N4-(3-chloro-4-trifluoromethoxyphenyl)-5-fluoro-N2-(3-hydroxyphenyl)-2,4-pyrimidineamine, the reaction of 2-chloro-5-fluoro-N4-(3-hydroxyphenyl)-4-pyrimidineamine with 3-methoxycarbonyl-5-trifluoromethylaniline gave 5-fluoro-N4-(3-hydroxyphenyl)-N2-(3-methoxycarbonyl-5-trifluoromethylphenyl)-2,4-pyrimidinediamine. 1H NMR (DMSO-d6): δ 9.98 (s, 1H), 9.52 (s, 1H), 8.53 (s, 1H), 8.38 (s, 1H), 8.20 (d, 1H, J=4.2 Hz), 7.69 (s, 1H), 7.27 (d, 1H, J=8.1 Hz), 7.14 (s, ...